This data is from the Open Reaction Database (ORD), a public repository of structured organic reaction records. The task is: describe an organic reaction: reactants, conditions, products, and yield As a reaction SMILES: [Br:1][c:2]1[cH:3][c:4]([F:18])[c:5]([N:8]2[CH2:9][CH2:10][c:11]3[c:12]2[n:13][cH:14][n:15][c:16]3[Cl:17])[cH:6][cH:7]1.[CH2:34]1[O:35][CH2:36][CH2:37][CH2:38]1.[H-:33].[Na+:32].[OH:19][CH:20]1[CH2:21][CH2:22][N:23]([C:26](=[O:27])[O:28][CH:29]([CH3:30])[CH3:31])[CH2:24][CH2:25]1>>[Br:1][c:2]1[cH:3][c:4]([F:18])[c:5]([N:8]2[CH2:9][CH2:10][c:11]3[c:12]2[n:13][cH:14][n:15][c:16]3[O:19][CH:20]2[CH2:21][CH2:22][N:23]([C:26](=[O:27])[O:28][CH:29]([CH3:30])[CH3:31])[CH2:24][CH2:25]2)[cH:6][cH:7]1. Reactants: Fc1cc(Br)ccc1N1CCc2c(Cl)ncnc21, C1CCOC1, [H-], [Na+], CC(C)OC(=O)N1CCC(O)CC1. Product: CC(C)OC(=O)N1CCC(Oc2ncnc3c2CCN3c2ccc(Br)cc2F)CC1. Starting materials: CCCC[Sn](Cl)(Cl)CCCC, C1CCOC1, CC1(C)OCC(=O)CO1, COC(=O)c1sc(Br)cc1N, CCOC(C)=O, [SiH3]c1ccccc1. Yields the product COC(=O)c1sc(Br)cc1NC1COC(C)(C)OC1. Reaction SMILES: [CH2:21]([Sn:22]([Cl:23])([Cl:24])[CH2:25][CH2:26][CH2:27][CH3:28])[CH2:29][CH2:30][CH3:31].[CH2:39]1[O:40][CH2:41][CH2:42][CH2:43]1.[CH3:12][C:13]1([CH3:20])[O:14][CH2:15][C:16](=[O:19])[CH2:17][O:18]1.[CH3:1][O:2][C:3](=[O:4])[c:5]1[s:6][c:7]([Br:11])[cH:8][c:9]1[NH2:10].[CH3:44][CH2:45][O:46][C:47](=[O:48])[CH3:49].[c:32]1([SiH3:33])[cH:34][cH:35][cH:36][cH:37][cH:38]1>>[CH3:1][O:2][C:3](=[O:4])[c:5]1[s:6][c:7]([Br:11])[cH:8][c:9]1[NH:10][CH:16]1[CH2:15][O:14][C:13]([CH3:12])([CH3:20])[O:18][CH2:17]1.